From a dataset of the Open Reaction Database (ORD), a public repository of structured organic reaction records. describe an organic reaction: reactants, conditions, products, and yield Starting materials: N1(CCC1)C(=O)C1=CC=C(C=N1)OC=1C=C(C(=O)NC2=NC=C(N=C2)C)C=C(C1)OC1C(N(CC1)CC)=O (3-[6-(Azetidine-1-carbonyl)pyridin-3-yl]oxy-5-(1-ethyl-2-oxo-pyrrolidin-3-yl)oxy-N-(5-methylpyrazin-2-yl)benzamide), N1(CCC1)C(=O)C1=CC=C(C=N1)OC=1C=C(C(=O)NC2=NC=C(N=C2)C)C=C(C1)O[C@H]1C(N(CC1)CC)=O (3-[6-(azetidine-1-carbonyl)pyridin-3-yl]oxy-5-[(3R)-1-ethyl-2-oxo-pyrrolidin-3-yl]oxy-N-(5-methylpyrazin-2-yl)benzamide). The product is N1(CCC1)C(=O)C1=CC=C(C=N1)OC=1C=C(C(=O)NC2=NC=C(N=C2)C)C=C(C1)O[C@@H]1C(N(CC1)CC)=O (3-[6-(Azetidine-1-carbonyl)pyridin-3-yl]oxy-5-[(3S)-1-ethyl-2-oxo-pyrrolidin-3-yl]oxy-N-(5-methylpyrazin-2-yl)benzamide). The yield is 26.0%. RXN SMILES: [N:1]1([C:5]([C:7]2[N:12]=[CH:11][C:10]([O:13][C:14]3[CH:15]=[C:16]([CH:27]=[C:28]([O:30][CH:31]4[CH2:35][CH2:34][N:33]([CH2:36][CH3:37])[C:32]4=[O:38])[CH:29]=3)[C:17]([NH:19][C:20]3[CH:25]=[N:24][C:23]([CH3:26])=[CH:22][N:21]=3)=[O:18])=[CH:9][CH:8]=2)=[O:6])[CH2:4][CH2:3][CH2:2]1.N1(C(C2N=CC(OC3C=C(C=C(O[C@@H]4CCN(CC)C4=O)C=3)C(NC3C=NC(C)=CN=3)=O)=CC=2)=O)CCC1>>[N:1]1([C:5]([C:7]2[N:12]=[CH:11][C:10]([O:13][C:14]3[CH:15]=[C:16]([CH:27]=[C:28]([O:30][C@H:31]4[CH2:35][CH2:34][N:33]([CH2:36][CH3:37])[C:32]4=[O:38])[CH:29]=3)[C:17]([NH:19][C:20]3[CH:25]=[N:24][C:23]([CH3:26])=[CH:22][N:21]=3)=[O:18])=[CH:9][CH:8]=2)=[O:6])[CH2:4][CH2:3][CH2:2]1. Procedure details: From racemic 3-[6-(azetidine-1-carbonyl)pyridin-3-yl]oxy-5-(1-ethyl-2-oxo-pyrrolidin-3-yl)oxy-N-(5-methylpyrazin-2-yl)benzamide (197 mg, 0.38 mmol) (Example 10), 3-[6-(azetidine-1-carbonyl)pyridin-3-yl]oxy-5-[(3R)-1-ethyl-2-oxo-pyrrolidin-3-yl]oxy-N-(5-methylpyrazin-2-yl)benzamide was separated from its enantiomer by chiral HPLC using a Merck 50 mm 20 μm Chiralcel OJ column eluting with methanol at a flow rate of 60 mL/min. 197 mg of racemic material was separated in 1 injection of 5 mL at 40 mg... Starting materials: FC1=C(C(=O)O)C(=CC(=C1)[C@@H]1CC[C@H](CC1)C=C)F (2,6-difluoro-4-(trans-4-vinylcyclohexyl) benzoic acid), ClCCCl (1,2-dichloroethane), S(=O)(Cl)Cl (thionyl chloride), N1=CC=CC=C1 (pyridine). The product is FC1=C(C#N)C(=CC(=C1)[C@@H]1CC[C@H](CC1)C=C)F (2,6-difluoro-4-(trans-4-vinylcyclohexyl)benzonitrile). RXN SMILES: [F:1][C:2]1[CH:10]=[C:9]([C@H:11]2[CH2:16][CH2:15][C@H:14]([CH:17]=[CH2:18])[CH2:13][CH2:12]2)[CH:8]=[C:7]([F:19])[C:3]=1[C:4](O)=O.ClCCCl.S(Cl)(Cl)=O.[N:28]1C=CC=CC=1>>[F:1][C:2]1[CH:10]=[C:9]([C@H:11]2[CH2:16][CH2:15][C@H:14]([CH:17]=[CH2:18])[CH2:13][CH2:12]2)[CH:8]=[C:7]([F:19])[C:3]=1[C:4]#[N:28]. Reported procedure: To 20 g of 2,6-difluoro-4-(trans-4-vinylcyclohexyl) benzoic acid were then added 120 ml of 1,2-dichloroethane, 16 g of thionyl chloride and few drops of pyridine. The reaction mixture was then heated under reflux for 6 hours. The reaction mixture was then allowed to cool to room temperature. The solvents and excess thionyl chloride were distilled off under reduced pressure. To the residue was then added 150 ml of dichloromethane. The residue solution was then cooled to a temperature of 10° C. or...